This data is from the Open Reaction Database (ORD), a public repository of structured organic reaction records. The task is: describe an organic reaction: reactants, conditions, products, and yield The reactants are product, corresponding acid, ClC=1C=C(C=CC1Cl)S(=O)(=O)N[C@@H](CC1=CC=C(C=C1)OC)C(=O)OCC (racemic ethyl N-(3,4-dichlorophenylsulphonyl)-O-methyltyrosinate), [OH-].[K+] (KOH). Run in C(C)O (C2H5OH). The product is ClC=1C=C(C=CC1Cl)S(=O)(=O)N[C@@H](CC1=CC=C(C=C1)OC)C(=O)O (N-(3,4-dichlorophenylsulphonyl)-O-methyltyrosine). RXN SMILES: [Cl:1][C:2]1[CH:3]=[C:4]([S:9]([NH:12][C@H:13]([C:23]([O:25]CC)=[O:24])[CH2:14][C:15]2[CH:20]=[CH:19][C:18]([O:21][CH3:22])=[CH:17][CH:16]=2)(=[O:11])=[O:10])[CH:5]=[CH:6][C:7]=1[Cl:8].[OH-].[K+]>C(O)C>[Cl:1][C:2]1[CH:3]=[C:4]([S:9]([NH:12][C@H:13]([C:23]([OH:25])=[O:24])[CH2:14][C:15]2[CH:20]=[CH:19][C:18]([O:21][CH3:22])=[CH:17][CH:16]=2)(=[O:11])=[O:10])[CH:5]=[CH:6][C:7]=1[Cl:8] |f:1.2|. Reported procedure: 5 g of 3,4-dichlorophenylsulphonyl chloride are introduced, with stirring, into a mixture of 3,8 g of ethyl O-methyltyrosinate in 35 ml of CH2 Cl2 and 50 ml of a saturated aqueous potassium carbonate solution. After one night, the solid is removed, the organic phase separated and the aqueous phase reextracted with CH2Cl2. The dried organic phases are concentrated and the residue is chromatographed on a silica column, eluting with a mixture of CH2Cl2 and CH3OH (95/5-V/V). 6.8 g of racemic ethyl N... The reactants are O=C([O-])[O-], CC(C)=O, COC(=O)CCl, [I-], [K+], [K+], [K+], Oc1ccc2cc[nH]c2c1. Yields the product COC(=O)COc1ccc2cc[nH]c2c1. As a reaction SMILES: [C:17](=[O:18])([O-:19])[O-:20].[CH3:25][C:26](=[O:27])[CH3:28].[Cl:11][CH2:12][C:13](=[O:14])[O:15][CH3:16].[I-:24].[K+:21].[K+:22].[K+:23].[OH:1][c:2]1[cH:3][cH:4][c:5]2[cH:6][cH:7][nH:8][c:9]2[cH:10]1>>[O:1]([c:2]1[cH:3][cH:4][c:5]2[cH:6][cH:7][nH:8][c:9]2[cH:10]1)[CH2:12][C:13](=[O:14])[O:15][CH3:16]. Starting materials: C([C@@H]1[C@H]([C@@H]([C@H]([C@H](O1)O[C@@H]2[C@@H]([C@H]([C@@H]([C@H](O2)CO)O)O)O)O)O)O)O.O.O (α,α-Trehalose dihydrate). The solvent is O (H2O). The product is C([C@@H]1[C@H]([C@@H]([C@H]([C@H](O1)O[C@@H]2[C@@H]([C@H]([C@@H]([C@H](O2)CO)O)O)O)O)O)O)O (Trehalose). Reaction SMILES: [CH2:1]([OH:23])[C@H:2]1[O:7][C@H:6]([O:8][C@H:9]2[O:14][C@H:13]([CH2:15][OH:16])[C@@H:12]([OH:17])[C@H:11]([OH:18])[C@H:10]2[OH:19])[C@H:5]([OH:20])[C@@H:4]([OH:21])[C@@H:3]1[OH:22].O.O>O>[CH2:15]([OH:16])[C@H:13]1[O:14][C@H:9]([O:8][C@H:6]2[O:7][C@H:2]([CH2:1][OH:23])[C@@H:3]([OH:22])[C@H:4]([OH:21])[C@H:5]2[OH:20])[C@H:10]([OH:19])[C@@H:11]([OH:18])[C@@H:12]1[OH:17] |f:0.1.2|. Procedure: α,α-Trehalose dihydrate, 2.001 g (JT Baker, 4226-04, MW 378.33) was dissolved in 20 mL DI H2O. This can be stored at room temperature for weeks. Product: N1(CCCCC1)C(CC=1C(NCCCC1C1=CC=C(C=C1)O)=O)C (3-(2-piperidinopropyl)4-(4-hydroxyphenyl)-1,5,6,7-tetrahydro-2H-azepinone). As a reaction SMILES: [N:1]1([CH:7]([CH3:25])[CH2:8][C:9]2[C:10](=[O:24])[NH:11][CH2:12][CH2:13][CH2:14][C:15]=2[C:16]2[CH:21]=[CH:20][C:19]([O:22]C)=[CH:18][CH:17]=2)[CH2:6][CH2:5][CH2:4][CH2:3][CH2:2]1.Br.N>>[N:1]1([CH:7]([CH3:25])[CH2:8][C:9]2[C:10](=[O:24])[NH:11][CH2:12][CH2:13][CH2:14][C:15]=2[C:16]2[CH:21]=[CH:20][C:19]([OH:22])=[CH:18][CH:17]=2)[CH2:6][CH2:5][CH2:4][CH2:3][CH2:2]1. Starting materials: N1(CCCCC1)C(CC=1C(NCCCC1C1=CC=C(C=C1)OC)=O)C (3-(2-piperidinopropyl)-4-(4-methoxyphenyl)-1,5,6,7-tetrahydro-2H-azepinone), Br (hydrobromic acid), N (ammonia). Procedure: The mixture of 22.1 g of 3-(2-piperidinopropyl)-4-(4-methoxyphenyl)-1,5,6,7-tetrahydro-2H-azepinone and 128 ml of 48% hydrobromic acid is stirred under reflux for six hours. It is cooled, basified with concentrated ammonia and extracted with chloroform. The extract is dried, evaporated, the residue crystallized from diethyl ether and recrystallized from acetone, to yield the 3-(2-piperidinopropyl)4-(4-hydroxyphenyl)-1,5,6,7-tetrahydro-2H-azepinone melting at 178°-181°. Starting materials: NC(CC(=O)O)C1=CC(=C(C=C1)OC)OCC (3-amino-3-(3-ethoxy-4-methoxyphenyl)propanoic acid), C1=C2C(=CC3=CC=CC=C13)C(=O)OC2=O (2,3-napthalene dicarboxylic anhydride). Run in C(C)(=O)O (acetic acid). Product: C(C)OC=1C=C(C=CC1OC)C(CC(=O)O)N1C(C=2C=C3C(=CC2C1=O)C=CC=C3)=O (3-(3-ethoxy-4-methoxyphenyl)-3-(1,3-dioxo-2,3-dihydro-1H-benzo[f]isoindol-2-yl)propanoic acid). Yield: 93.5%. Reaction SMILES: [NH2:1][CH:2]([C:7]1[CH:12]=[CH:11][C:10]([O:13][CH3:14])=[C:9]([O:15][CH2:16][CH3:17])[CH:8]=1)[CH2:3][C:4]([OH:6])=[O:5].[CH:18]1[C:27]2[C:22](=[CH:23][CH:24]=[CH:25][CH:26]=2)[CH:21]=[C:20]2[C:28]([O:30][C:31](=O)[C:19]=12)=[O:29]>C(O)(=O)C>[CH2:16]([O:15][C:9]1[CH:8]=[C:7]([CH:2]([N:1]2[C:31](=[O:30])[C:19]3[CH:18]=[C:27]4[CH:26]=[CH:25][CH:24]=[CH:23][C:22]4=[CH:21][C:20]=3[C:28]2=[O:29])[CH2:3][C:4]([OH:6])=[O:5])[CH:12]=[CH:11][C:10]=1[O:13][CH3:14])[CH3:17]. Procedure details: 3-(3-Ethoxy-4-methoxyphenyl)-3-(1,3-dioxo-2,3-dihydro-1H-benzo[f]isoindol-2-yl)-propanoic acid was prepared according to Example 2A from 3-amino-3-(3-ethoxy-4-methoxyphenyl)propanoic acid (3.00 g, 12.5 mmol), 2,3-napthalene dicarboxylic anhydride (2.59 g, 12.5 mmol) in acetic acid (20 mL) to afford 3-(3-ethoxy-4-methoxyphenyl)-3-(1,3-dioxo-2,3-dihydro-1H-benzo[f]isoindol-2-yl)propanoic acid as an off-white solid (4.9 g, 93% yield): mp, 193.0–194.0° C.; 1H NMR (DMSO-d6) δ 1.32 (t, J=6.9 Hz, 3H, C... Reactants: FC(C(=O)NC=1N=C2N(C=C(C=C2)C(C2=CC=CC=C2)=O)C1C1=C(C=C(C=C1)F)F)(F)F (2-trifluoroacetamido-3-(2,4-difluorophenyl)-6-benzoyl-imidazo[1,2-a]pyridine), CC(OCC)=O (EA). The solvent is CO (MeOH), [OH-].[Na+] (NaOH). Yields the product NC=1N=C2N(C=C(C=C2)C(C2=CC=CC=C2)=O)C1C1=C(C=C(C=C1)F)F (2-Amino-3-(2,4-difluorophenyl)-6-benzoyl-imidazo[1,2-a]pyridine). RXN SMILES: FC(F)(F)C([NH:5][C:6]1[N:7]=[C:8]2[CH:13]=[CH:12][C:11]([C:14](=[O:21])[C:15]3[CH:20]=[CH:19][CH:18]=[CH:17][CH:16]=3)=[CH:10][N:9]2[C:22]=1[C:23]1[CH:28]=[CH:27][C:26]([F:29])=[CH:25][C:24]=1[F:30])=O.CC(=O)OCC>CO.[OH-].[Na+]>[NH2:5][C:6]1[N:7]=[C:8]2[CH:13]=[CH:12][C:11]([C:14](=[O:21])[C:15]3[CH:20]=[CH:19][CH:18]=[CH:17][CH:16]=3)=[CH:10][N:9]2[C:22]=1[C:23]1[CH:28]=[CH:27][C:26]([F:29])=[CH:25][C:24]=1[F:30] |f:3.4|. Procedure: The 2-trifluoroacetamido-3-(2,4-difluorophenyl)-6-benzoyl-imidazo[1,2-a]pyridine (9.24 g, 20.8 mmol) was dissolved in 250 ml of MeOH and 170 ml of 1N NaOH. The solution was stirred at RT under N2 for 2 weeks. The precipitant was filtered and the filter cake was dissolved in 900 ml of EtOAc. The solution was washed with brine (3×50 ml), dried over Na2SO4, filtered, and concentrated in vacuo. The residue was recrystalized from EtOAc/hexane to give 2 crops yielding 5.57 g. (76.8%). EA, MS(FD). Reactants: O=C([O-])O, O=S(=O)(Cl)c1ccc(OCc2ccccc2)cc1, CCOC(C)=O, ClCCl, COC(=O)C1(F)CCCC1N, [Na+]. Yields the product COC(=O)C1(F)CCCC1NS(=O)(=O)c1ccc(OCc2ccccc2)cc1. Reaction SMILES: [C:30](=[O:31])([OH:32])[O-:33].[CH2:12]([c:13]1[cH:14][cH:15][cH:16][cH:17][cH:18]1)[O:19][c:20]1[cH:21][cH:22][c:23]([S:26](=[O:27])(=[O:28])[Cl:29])[cH:24][cH:25]1.[CH3:38][CH2:39][O:40][C:41](=[O:42])[CH3:43].[Cl:35][CH2:36][Cl:37].[NH2:1][CH:2]1[C:3]([C:7](=[O:8])[O:9][CH3:10])([F:11])[CH2:4][CH2:5][CH2:6]1.[Na+:34]>>[NH:1]([CH:2]1[C:3]([C:7](=[O:8])[O:9][CH3:10])([F:11])[CH2:4][CH2:5][CH2:6]1)[S:26]([c:23]1[cH:22][cH:21][c:20]([O:19][CH2:12][c:13]2[cH:14][cH:15][cH:16][cH:17][cH:18]2)[cH:25][cH:24]1)(=[O:27])=[O:28]. Reactants: COCCl (Methoxymethyl chloride), O1CCCC1 (tetrahydrofuran), BrC1=CC=C(C=N1)O (6-bromo-3-pyridinol), [H-].[Na+] (sodium hydride). The solvent is O (Water). The product is BrC1=NC=C(C=C1)OCOC (2-bromo-5-(methoxymethoxy)pyridine). As a reaction SMILES: [CH3:1][O:2][CH2:3]Cl.O1CCCC1.[Br:10][C:11]1[N:16]=[CH:15][C:14]([OH:17])=[CH:13][CH:12]=1.[H-].[Na+]>O>[Br:10][C:11]1[CH:12]=[CH:13][C:14]([O:17][CH2:1][O:2][CH3:3])=[CH:15][N:16]=1 |f:3.4|. Reported procedure: Methoxymethyl chloride (73 ml) was added to a tetrahydrofuran (1.3 L) solution of 6-bromo-3-pyridinol (129 g) thus obtained, and sodium hydride (40% liquid paraffin added, 32 g) was added to it in such a manner that the inner temperature could not be above −10° C. Water was added, and extracted with ethyl acetate, and the organic layer was washed with saturated saline water. After dried, the solvent was evaporated away under reduced pressure, and this was purified through silica gel column chrom... Reactants: FeCl3 hexahydrate, Cl (HCl), BrC=1C=C2C(=NC1)NC(=C2C)C (5-bromo-2,3-dimethyl-pyrrolo[2,3-b]pyridine), BrC1=CC=C2C(=N1)NC(=C2C)C (6-bromo-2,3-dimethyl-pyrrolo[2,3-b]pyridine), C(#N)[Cu] (CuCN). The solvent is O (water), N1=CC=CC=C1 (pyridine). Run at temperature 220 celsius. Product: C(#N)C=1C=C2C(=NC1)NC(=C2C)C (5-cyano-2,3-dimethyl-pyrrolo[2,3-b]pyridine). The yield is 40.0%. Reaction SMILES: Br[C:2]1[CH:3]=[C:4]2[C:10]([CH3:11])=[C:9]([CH3:12])[NH:8][C:5]2=[N:6][CH:7]=1.BrC1[N:19]=[C:18]2NC(C)=C(C)C2=CC=1.C([Cu])#N.Cl>O.N1C=CC=CC=1>[C:18]([C:2]1[CH:3]=[C:4]2[C:10]([CH3:11])=[C:9]([CH3:12])[NH:8][C:5]2=[N:6][CH:7]=1)#[N:19]. Reported procedure: An autoclave was charged with 5-bromo-2,3-dimethyl-pyrrolo[2,3-b]pyridine (prepared in a similar manner as 6-bromo-2,3-dimethyl-pyrrolo[2,3-b]pyridine (247 mg, 1.1 mmol) and CuCN (135 mg. 1.5 mmol). The mixture was covered with pyridine and heated to 220° C. for 12 h. After cooling the raction mixture was poured into a mixture of FeCl3 hexahydrate (0.9 g), conc HCl (0.5 ml), and water (10 ml). The mixture was heated to 80° C. for 1 h and extracted with CH2Cl2. The organic layer was washed four t...